describe an organic reaction: reactants, conditions, products, and yield From a dataset of the Open Reaction Database (ORD), a public repository of structured organic reaction records. Starting materials: FC=1C=C(C=CC1OC1=CC=NC2=CC(=CC=C12)OC)NC(=O)C=1C(N(N(C1C)C[C@@H](C)OC([C@H](C)N)=O)C1=CC=CC=C1)=O ((S)—((R)-1-(4-(3-fluoro-4-(7-methoxyquinolin-4-yloxy)phenyl carbamoyl)-5-methyl-3-oxo-2-phenyl-2,3-dihydropyrazol-1-yl)propan-2-yl)2-amino-propanoate), CS(=O)(=O)O (methanesulfonic acid). Product: CS(=O)(=O)O.FC=1C=C(C=CC1OC1=CC=NC2=CC(=CC=C12)OC)NC(=O)C=1C(N(N(C1C)C[C@@H](C)OC([C@H](C)N)=O)C1=CC=CC=C1)=O ((S)—((R)-1-(4-(3-fluoro-4-(7-methoxyquinolin-4-yloxy)phenylcarbamoyl)-5-methyl-3-oxo-2-phenyl-2,3-dihydropyrazol-1-yl)propan-2-yl)2-aminopropanoate methanesulfonate), solid. Isolated yield 76.0%. RXN SMILES: [F:1][C:2]1[CH:3]=[C:4]([NH:21][C:22]([C:24]2[C:25](=[O:45])[N:26]([C:39]3[CH:44]=[CH:43][CH:42]=[CH:41][CH:40]=3)[N:27]([CH2:30][C@H:31]([O:33][C:34](=[O:38])[C@@H:35]([NH2:37])[CH3:36])[CH3:32])[C:28]=2[CH3:29])=[O:23])[CH:5]=[CH:6][C:7]=1[O:8][C:9]1[C:18]2[C:13](=[CH:14][C:15]([O:19][CH3:20])=[CH:16][CH:17]=2)[N:12]=[CH:11][CH:10]=1.[CH3:46][S:47]([OH:50])(=[O:49])=[O:48]>>[CH3:46][S:47]([OH:50])(=[O:49])=[O:48].[F:1][C:2]1[CH:3]=[C:4]([NH:21][C:22]([C:24]2[C:25](=[O:45])[N:26]([C:39]3[CH:40]=[CH:41][CH:42]=[CH:43][CH:44]=3)[N:27]([CH2:30][C@H:31]([O:33][C:34](=[O:38])[C@@H:35]([NH2:37])[CH3:36])[CH3:32])[C:28]=2[CH3:29])=[O:23])[CH:5]=[CH:6][C:7]=1[O:8][C:9]1[C:18]2[C:13](=[CH:14][C:15]([O:19][CH3:20])=[CH:16][CH:17]=2)[N:12]=[CH:11][CH:10]=1 |f:2.3|. Procedure details: The title compound was prepared according to the procedure described in Example 1 Step 3 by using (S)—((R)-1-(4-(3-fluoro-4-(7-methoxyquinolin-4-yloxy)phenyl carbamoyl)-5-methyl-3-oxo-2-phenyl-2,3-dihydropyrazol-1-yl)propan-2-yl)2-amino-propanoate (61.3 mg, 0.1 mmol) and methanesulfonic acid (19.3 mg, 0.2 mmol, Shanghai RichJoint Chemical Reagents CO., Ltd). The title compound was obtained as a pale yellow solid (61.2 mg, 76%).